Dataset: the Open Reaction Database (ORD), a public repository of structured organic reaction records. Task: describe an organic reaction: reactants, conditions, products, and yield The reactants are C(C)N1C2=CC=CC=C2C=2C=C(C=CC12)NC1=C(SC(=C1)SC)C(=N)N (((9-Ethylcarbazol-3-yl)amino]-5-methylthiothiophene-2-carboxamidine), [Cl-].[NH4+] (ammonium chloride), C(C)N1C2=CC=CC=C2C=2C=C(C=CC12)NC=1C=C(SC1C)C(=S)OC (methyl 4-[(9-ethylcarbazol-3-yl)amino]-5-methylthiothiophene-2-carboxylate), C[Al](C)C (trimethylaluminum). The solvent is C1(=CC=CC=C1)C (toluene). The product is C(C)N1C2=CC=CC=C2C=2C=C(C=CC12)NC=1C=C(SC1SC)C(=N)N (4-[(9-Ethylcarbazol-3-yl)amino]-5-methylthiothiophene-2-carboxamidine). The yield is 70.0%. RXN SMILES: C(N1C2C=CC(N[C:17]3[CH:21]=[C:20]([S:22][CH3:23])[S:19][C:18]=3[C:24]([NH2:26])=[NH:25])=CC=2C2C1=CC=CC=2)C.[CH2:27]([N:29]1[C:41]2[CH:40]=[CH:39][C:38](NC3C=C(C(OC)=S)SC=3C)=[CH:37][C:36]=2[C:35]2[C:30]1=[CH:31][CH:32]=[CH:33][CH:34]=2)[CH3:28].C[Al](C)C.[Cl-].[NH4+:58]>C1(C)C=CC=CC=1>[CH2:27]([N:29]1[C:41]2[CH:40]=[CH:39][C:38]([NH:58][C:21]3[CH:17]=[C:18]([C:24]([NH2:26])=[NH:25])[S:19][C:20]=3[S:22][CH3:23])=[CH:37][C:36]=2[C:35]2[C:30]1=[CH:31][CH:32]=[CH:33][CH:34]=2)[CH3:28] |f:3.4|. Procedure: 4-[((9-Ethylcarbazol-3-yl)amino]-5-methylthiothiophene-2-carboxamidine: The same procedure as in Example 253, step (b) was followed using 80 mg (0.21 mmol) of methyl 4-[(9-ethylcarbazol-3-yl)amino]-5-methylthiothiophene-2-carboxylate (as prepared in previous step), 2 mL of trimethylaluminum (2.0 M in toluene, 4 mmol), 216 mg of ammonium chloride (4 mmol) and 2 mL of toluene, and purified on a 2-g silica SPE column with 5% MeOH—CH2Cl2 to afford 56 mg (70%) of the title compound as a yellow foam. ... The reactants are 5D, C(C)OC(CCC1=CC=C(C=2CCCCC12)O)=O (3-(4-hydroxy-5,6,7,8-tetrahydro-naphthalen-1-yl)-propionic acid ethyl ester), ClCC=1C(=NC(=NC1)C1=CC=C(C=C1)C(F)(F)F)C1CC1 (5-chloromethyl-4-cyclopropyl-2-(4-trifluoromethyl-phenyl)-pyrimidine). Yields the product C(C)OC(CCC1=CC=C(C=2CCCCC12)OCC=1C(=NC(=NC1)C1=CC=C(C=C1)C(F)(F)F)C1CC1)=O (3-{4-[4-cyclopropyl-2-(4-trifluoromethyl-phenyl)-pyrimidin-5-ylmethoxy]-5,6,7,8-tetrahydro-naphthalen-1-yl}-propionic acid ethyl ester). Reaction SMILES: [CH2:1]([O:3][C:4](=[O:18])[CH2:5][CH2:6][C:7]1[C:16]2[CH2:15][CH2:14][CH2:13][CH2:12][C:11]=2[C:10]([OH:17])=[CH:9][CH:8]=1)[CH3:2].Cl[CH2:20][C:21]1[C:22]([CH:37]2[CH2:39][CH2:38]2)=[N:23][C:24]([C:27]2[CH:32]=[CH:31][C:30]([C:33]([F:36])([F:35])[F:34])=[CH:29][CH:28]=2)=[N:25][CH:26]=1>>[CH2:1]([O:3][C:4](=[O:18])[CH2:5][CH2:6][C:7]1[C:16]2[CH2:15][CH2:14][CH2:13][CH2:12][C:11]=2[C:10]([O:17][CH2:20][C:21]2[C:22]([CH:37]3[CH2:39][CH2:38]3)=[N:23][C:24]([C:27]3[CH:28]=[CH:29][C:30]([C:33]([F:35])([F:36])[F:34])=[CH:31][CH:32]=3)=[N:25][CH:26]=2)=[CH:9][CH:8]=1)[CH3:2]. Reported procedure: In analogy to the procedures described in example 5C] and 5D], 3-(4-hydroxy-5,6,7,8-tetrahydro-naphthalen-1-yl)-propionic acid ethyl ester (example 5B]) was reacted with 5-chloromethyl-4-cyclopropyl-2-(4-trifluoromethyl-phenyl)-pyrimidine (example 9E]) to give 3-{4-[4-cyclopropyl-2-(4-trifluoromethyl-phenyl)-pyrimidin-5-ylmethoxy]-5,6,7,8-tetrahydro-naphthalen-1-yl}-propionic acid ethyl ester, which was subsequently saponified to yield the title compound as colorless solid. Solvent: CC(=O)C (acetone), O (water). Reaction SMILES: Cl[CH2:2][C:3]([N:5]1[CH2:9][CH2:8][S:7][CH:6]1[CH2:10][O:11][C:12]1[CH:17]=[CH:16][CH:15]=[CH:14][C:13]=1[O:18][CH3:19])=[O:4].[I-:20].[Na+]>CC(C)=O.O>[I:20][CH2:2][C:3]([N:5]1[CH2:9][CH2:8][S:7][CH:6]1[CH2:10][O:11][C:12]1[CH:17]=[CH:16][CH:15]=[CH:14][C:13]=1[O:18][CH3:19])=[O:4] |f:1.2|. Starting materials: ClCC(=O)N1C(SCC1)COC1=C(C=CC=C1)OC (3-α-chloroacetyl-2-(o-methoxyphenoxy)methyl-thiazolidine), [I-].[Na+] (sodium iodide). Yields the product ICC(=O)N1C(SCC1)COC1=C(C=CC=C1)OC (3-α-iodoacetyl-2-(o-methoxyphenoxy)methyl-thiazolidine). Isolated yield 75.7%. Procedure: A solution of 3-α-chloroacetyl-2-(o-methoxyphenoxy)methyl-thiazolidine (6 g) in acetone (80 ml) is heated to reflux temperature in the presence of sodium iodide (5 g) for 3 hours and then poured in ice and water (400 ml). The precipitate is collected, dissolved in methylene dichloride and washed with water, 5% aqueous NaHCO3, 2N sodium thiosulphate, water and dried on Na2SO4. After the usual work-up, the residue is crystallized from acetone and isopropanol to give 5.92 g of 3-α-iodoacetyl-2-(o-m... Reactants: Cc1ccc(N2CCCNCC2)c(C)c1, CN1CCOCC1, CCO, Cl, Cl, [Na+], CCOC(=O)c1ccc(N2CCOC2=O)cc1, [OH-], O. The product is Cc1ccc(N2CCCN(C(=O)c3ccc(N4CCOC4=O)cc3)CC2)c(C)c1. As a reaction SMILES: [CH3:22][c:23]1[c:24]([N:30]2[CH2:31][CH2:32][NH:33][CH2:34][CH2:35][CH2:36]2)[cH:25][cH:26][c:27]([CH3:29])[cH:28]1.[CH3:37][N:38]1[CH2:39][CH2:40][O:41][CH2:42][CH2:43]1.[CH3:45][CH2:46][OH:47].[ClH:20].[ClH:21].[Na+:19].[O:1]=[C:2]1[O:3][CH2:4][CH2:5][N:6]1[c:7]1[cH:8][cH:9][c:10]([C:11]([O:13][CH2:12][CH3:14])=[O:15])[cH:16][cH:17]1.[OH-:18].[OH2:44]>>[O:1]=[C:2]1[O:3][CH2:4][CH2:5][N:6]1[c:7]1[cH:8][cH:9][c:10]([C:11](=[O:13])[N:33]2[CH2:32][CH2:31][N:30]([c:24]3[c:23]([CH3:22])[cH:28][c:27]([CH3:29])[cH:26][cH:25]3)[CH2:36][CH2:35][CH2:34]2)[cH:16][cH:17]1. Reactants: [N+](=O)([O-])C1=C(C=CC=C1)Br (2-Nitrobromobenzene), BrC1=NC=CC=N1 (2-bromopyrimidine). Product: NC1=C(C=CC=C1)C1=NC=CC=N1 (2-(2-aminophenyl)pyrimidine). As a reaction SMILES: [N+:1]([C:4]1[CH:9]=[CH:8][CH:7]=[CH:6][C:5]=1Br)([O-])=O.Br[C:12]1[N:17]=[CH:16][CH:15]=[CH:14][N:13]=1>>[NH2:1][C:4]1[CH:9]=[CH:8][CH:7]=[CH:6][C:5]=1[C:12]1[N:17]=[CH:16][CH:15]=[CH:14][N:13]=1. Procedure details: 2-Nitrobromobenzene (2.02 g) and 2-bromopyrimidine (0.80 g) were coupled as in Example 83, and the product reduced as in Example 64 to give 2-(2-aminophenyl)pyrimidine. This was reacted with CMI under conditions described in the general procedure for CMI couplings to give N-(4,5-dihydro-1H-imidazol-2-ylmethyl)-2-(2-pyrimidinyl)aniline. Reactants: COC(C1=C(N=C(C=C1)C)NCCC)=O (methyl-2-propylaminonicotinic acid methyl ester), C(C)C(C(=O)Cl)C(=O)Cl (ethyl malonyl chloride), C(C)OCC (diethyl ether). Reaction conditions: time 2 hour. Product: C(C)OC(=O)C=1C(N(C2=NC(=CC=C2C1O)C)CCC)=O (1,2-dihydro-4-hydroxy-7-methyl-2-oxo-1-propyl-1,8-naphthyridine-3-carboxylic acid ethyl ester). As a reaction SMILES: CO[C:3](=[O:15])[C:4]1[CH:9]=[CH:8][C:7]([CH3:10])=[N:6][C:5]=1[NH:11][CH2:12][CH2:13][CH3:14].C([CH:18]([C:22](Cl)=[O:23])[C:19](Cl)=[O:20])C.[CH2:25]([O:27]CC)[CH3:26]>>[CH2:25]([O:27][C:22]([C:18]1[C:19](=[O:20])[N:11]([CH2:12][CH2:13][CH3:14])[C:5]2[C:4]([C:3]=1[OH:15])=[CH:9][CH:8]=[C:7]([CH3:10])[N:6]=2)=[O:23])[CH3:26]. Reported procedure: To a solution of 30.7 g. (0.015 mole) of methyl-2-propylaminonicotinic acid methyl ester in 250 ml. of anhydrous diethyl ether was added 11.25 g. (0.0075 mole) of ethyl malonyl chloride. The mixture was stirred at room temperature for 2 hours. The mixture was filtered and the filtrate was evaporated in a rotary evaporator. The residue was dissolved in 20 ml. of ethanol and this solution was added to a solution of 3.4 g. (0.015 g. atom) of sodium in 200 ml. of ethanol. After stirring at room temp...